This data is from the Open Reaction Database (ORD), a public repository of structured organic reaction records. The task is: describe an organic reaction: reactants, conditions, products, and yield Solvent: CCOC(=O)C (EtOAc). Conditions: time 8 hour. The reagents and catalysts are [Pd] (Pd/C). The yield is 34.0%. Starting materials: CC=1C=C(C=CC1OCC1=CC=CC=C1)[C@@H](CC(=O)OC)CCC (Methyl (3R)-3-(3-methyl-4-((phenylmethyl)oxy)phenyl)hexanoate). Procedure details: To a flask containing 27.3 (0.4140 g, 1.268 mmol) under an atmosphere of nitrogen was added 10% Pd/C (0.20 g, 1.88 mmol). The flask was sealed with a rubber septum. To this system was added EtOAc (10 mL) and then vacuum was applied followed by addition of H2 gas (this was repeated three times). A balloon was placed on the flask and the reaction was stirred under H2 overnight. The reaction was filtered, concentrated, and purified by silica gel chromatography (0 to 20% EtOAc/hexanes) to afford a 2... As a reaction SMILES: [CH3:1][C:2]1[CH:3]=[C:4]([C@H:16]([CH2:22][CH2:23][CH3:24])[CH2:17][C:18]([O:20][CH3:21])=[O:19])[CH:5]=[CH:6][C:7]=1[O:8]CC1C=CC=CC=1>[Pd].CCOC(C)=O>[OH:8][C:7]1[CH:6]=[CH:5][C:4]([C@H:16]([CH2:22][CH2:23][CH3:24])[CH2:17][C:18]([O:20][CH3:21])=[O:19])=[CH:3][C:2]=1[CH3:1]. Yields the product OC1=C(C=C(C=C1)[C@@H](CC(=O)OC)CCC)C (Methyl (3R)-3-(4-hydroxy-3-methylphenyl)hexanoate).